From a dataset of the Open Reaction Database (ORD), a public repository of structured organic reaction records. describe an organic reaction: reactants, conditions, products, and yield Starting materials: NC1=C(C=C(C=C1)Br)/C=C/C(=O)OCC ((E)-ethyl 3-(2-amino-5-bromophenyl)acrylate), CCN(C(C)C)C(C)C (DIPEA), C(C1=CC=CC=C1)S (benzyl mercaptan). Reagents/catalysts: C=1C=CC(=CC1)/C=C/C(=O)/C=C/C2=CC=CC=C2.C=1C=CC(=CC1)/C=C/C(=O)/C=C/C2=CC=CC=C2.C=1C=CC(=CC1)/C=C/C(=O)/C=C/C2=CC=CC=C2.[Pd].[Pd] (tris(dibenzylideneacetone)dipalladium), CC1(C2=C(C(=CC=C2)P(C3=CC=CC=C3)C4=CC=CC=C4)OC5=C(C=CC=C51)P(C6=CC=CC=C6)C7=CC=CC=C7)C (XantPhos). Run in C(C)(=O)OCC (ethyl acetate), O1CCOCC1 (1,4-dioxane). Run at temperature 80 celsius. The product is NC1=C(C=C(C=C1)SCC1=CC=CC=C1)/C=C/C(=O)OCC ((E)-ethyl 3-(2-amino-5-(benzylthio)phenyl)acrylate). Isolated yield 72.5%. RXN SMILES: [NH2:1][C:2]1[CH:7]=[CH:6][C:5](Br)=[CH:4][C:3]=1/[CH:9]=[CH:10]/[C:11]([O:13][CH2:14][CH3:15])=[O:12].CCN(C(C)C)C(C)C.[CH2:25]([SH:32])[C:26]1[CH:31]=[CH:30][CH:29]=[CH:28][CH:27]=1>O1CCOCC1.C(OCC)(=O)C.C1C=CC(/C=C/C(/C=C/C2C=CC=CC=2)=O)=CC=1.C1C=CC(/C=C/C(/C=C/C2C=CC=CC=2)=O)=CC=1.C1C=CC(/C=C/C(/C=C/C2C=CC=CC=2)=O)=CC=1.[Pd].[Pd].CC1(C)C2C(=C(P(C3C=CC=CC=3)C3C=CC=CC=3)C=CC=2)OC2C(P(C3C=CC=CC=3)C3C=CC=CC=3)=CC=CC1=2>[NH2:1][C:2]1[CH:7]=[CH:6][C:5]([S:32][CH2:25][C:26]2[CH:31]=[CH:30][CH:29]=[CH:28][CH:27]=2)=[CH:4][C:3]=1/[CH:9]=[CH:10]/[C:11]([O:13][CH2:14][CH3:15])=[O:12] |f:5.6.7.8.9|. Procedure details: To a solution of (E)-ethyl 3-(2-amino-5-bromophenyl)acrylate (620 g, 2.29 mol, 1.0 equiv) in 1,4-dioxane (4.0 L) was added DIPEA (1.26 L, 8.88 mol, 3.9 equiv, GLR) and degassed with nitrogen for 20 mins. XantPhos (92.9 g, 106 mmol, 0.05 equiv, GLR), and tris(dibenzylideneacetone)dipalladium (84 g, 91.0 mmol, 0.04 equiv, Hindustan Platinum) was added to the reaction mixture. The mixture was purged with nitrogen and heated to 80° C. for 30 mins. The reaction was cooled to RT and benzyl mercaptan (... The reactants are O=C([O-])[O-], COc1ccc(N2CC(CCOS(C)(=O)=O)OC2=O)cc1, CC#N, [I-], [K+], [K+], [K+], OC1(c2ccc3c(c2)OCO3)CCNCC1. The product is COc1ccc(N2CC(CCN3CCC(O)(c4ccc5c(c4)OCO5)CC3)OC2=O)cc1. As a reaction SMILES: [C:40](=[O:41])([O-:42])[O-:43].[CH3:1][S:2]([O:3][CH2:6][CH2:7][CH:8]1[CH2:9][N:10]([c:14]2[cH:15][cH:16][c:17]([O:20][CH3:21])[cH:18][cH:19]2)[C:11](=[O:13])[O:12]1)(=[O:4])=[O:5].[CH3:46][C:47]#[N:48].[I-:39].[K+:38].[K+:44].[K+:45].[OH:22][C:23]1([c:29]2[cH:30][c:31]3[c:32]([cH:33][cH:34]2)[O:35][CH2:36][O:37]3)[CH2:24][CH2:25][NH:26][CH2:27][CH2:28]1>>[CH2:6]([CH2:7][CH:8]1[CH2:9][N:10]([c:14]2[cH:15][cH:16][c:17]([O:20][CH3:21])[cH:18][cH:19]2)[C:11](=[O:13])[O:12]1)[N:26]1[CH2:25][CH2:24][C:23]([OH:22])([c:29]2[cH:30][c:31]3[c:32]([cH:33][cH:34]2)[O:35][CH2:36][O:37]3)[CH2:28][CH2:27]1. Starting materials: CCCCCBr, CN(C)C=O, [H-], [Na+], O, COC(=O)c1ccc2[nH]ccc2c1. Yields the product CCCCCn1ccc2cc(C(=O)OC)ccc21. Reaction SMILES: [Br:16][CH2:17][CH2:18][CH2:19][CH2:20][CH3:21].[CH3:23][N:24]([CH3:25])[CH:26]=[O:27].[H-:14].[Na+:15].[OH2:22].[nH:1]1[cH:2][cH:3][c:4]2[cH:5][c:6]([C:10](=[O:11])[O:12][CH3:13])[cH:7][cH:8][c:9]12>>[n:1]1([CH2:17][CH2:18][CH2:19][CH2:20][CH3:21])[cH:2][cH:3][c:4]2[cH:5][c:6]([C:10](=[O:11])[O:12][CH3:13])[cH:7][cH:8][c:9]12. Starting materials: NC(=O)c1cccc2nc(C3CCN(C(=O)OCc4ccccc4)CC3)oc12, CO, [H][H]. The product is NC(=O)c1cccc2nc(C3CCNCC3)oc12. As a reaction SMILES: [C:1]([NH2:2])(=[O:3])[c:4]1[cH:5][cH:6][cH:7][c:8]2[n:9][c:10]([CH:13]3[CH2:14][CH2:15][N:16]([C:19]([O:20][CH2:21][c:22]4[cH:23][cH:24][cH:25][cH:26][cH:27]4)=[O:28])[CH2:17][CH2:18]3)[o:11][c:12]12.[CH3:31][OH:32].[H:29][H:30]>>[C:1]([NH2:2])(=[O:3])[c:4]1[cH:5][cH:6][cH:7][c:8]2[n:9][c:10]([CH:13]3[CH2:14][CH2:15][NH:16][CH2:17][CH2:18]3)[o:11][c:12]12. The product is C1(CC1)N(C(=O)C1=NOC(=C1)C1=C(C=C(C=C1)C#N)F)C1CCN(CC1)C1=NC(=NO1)C(C)C (5-(4-Cyano-2-fluoro-phenyl)-isoxazole-3-carboxylic acid cyclopropyl-[1-(3-isopropyl-[1,2,4]oxadiazol-5-yl)-piperidin-4-yl]-amide). Reaction SMILES: [C:1]([C:3]1[CH:8]=[CH:7][C:6]([C:9]2[O:13][N:12]=[C:11]([C:14]([OH:16])=O)[CH:10]=2)=[C:5]([F:17])[CH:4]=1)#[N:2].[CH:18]1([NH:21][CH:22]2[CH2:27][CH2:26][N:25]([C:28]3[O:32][N:31]=[C:30]([CH:33]([CH3:35])[CH3:34])[N:29]=3)[CH2:24][CH2:23]2)[CH2:20][CH2:19]1>>[CH:18]1([N:21]([CH:22]2[CH2:27][CH2:26][N:25]([C:28]3[O:32][N:31]=[C:30]([CH:33]([CH3:35])[CH3:34])[N:29]=3)[CH2:24][CH2:23]2)[C:14]([C:11]2[CH:10]=[C:9]([C:6]3[CH:7]=[CH:8][C:3]([C:1]#[N:2])=[CH:4][C:5]=3[F:17])[O:13][N:12]=2)=[O:16])[CH2:19][CH2:20]1. Reactants: C(#N)C1=CC(=C(C=C1)C1=CC(=NO1)C(=O)O)F (5-(4-cyano-2-fluoro-phenyl)-isoxazole-3-carboxylic acid), C1(CC1)NC1CCN(CC1)C1=NC(=NO1)C(C)C (cyclopropyl-[1-(3-isopropyl-[1,2,4]oxadiazol-5-yl)-piperidin-4-yl]-amine). Procedure: The title compound is prepared from 5-(4-cyano-2-fluoro-phenyl)-isoxazole-3-carboxylic acid and cyclopropyl-[1-(3-isopropyl-[1,2,4]oxadiazol-5-yl)-piperidin-4-yl]-amine following a procedure analogous to that described in Example 18. LC (method 18): tR=1.23 min; Mass spectrum (ESI+): m/z=465 [M+H]+. Starting materials: C(C1=CC=CC=C1)N1CCC(CC1)=O (1-Benzyl-4-piperidone), BrC=1C=C2C=CNC2=CC1 (5-bromoindole). The solvent is [OH-].[K+] (potassium hydroxide), CO (methanol). Product: BrC=1C=C2C(=CNC2=CC1)C=1CCN(CC1)CC1=CC=CC=C1 (5-Bromo-3-[1,2,3,6-tetrahydro-1-(phenylmethyl)-4-pyridinyl]-1H-indole). The yield is 90.3%. RXN SMILES: [CH2:1]([N:8]1[CH2:13][CH2:12][C:11](=O)[CH2:10][CH2:9]1)[C:2]1[CH:7]=[CH:6][CH:5]=[CH:4][CH:3]=1.[Br:15][C:16]1[CH:17]=[C:18]2[C:22](=[CH:23][CH:24]=1)[NH:21][CH:20]=[CH:19]2>[OH-].[K+].CO>[Br:15][C:16]1[CH:17]=[C:18]2[C:22](=[CH:23][CH:24]=1)[NH:21][CH:20]=[C:19]2[C:11]1[CH2:10][CH2:9][N:8]([CH2:1][C:2]2[CH:7]=[CH:6][CH:5]=[CH:4][CH:3]=2)[CH2:13][CH:12]=1 |f:2.3|. Reported procedure: Freshly distilled 1-Benzyl-4-piperidone (11.7 g) was added to a stirred solution of 5-bromoindole (11.0 g) in 2M potassium hydroxide in methanol (81ml). The mixture was stirred at reflux for 8 h and then allowed to cool to 25° over 8 h. The solid was collected by filtration, washed with a mixture of methanol:water (2:1, 2×15 ml) and dried in vacuo at 50° for 18 h to give the title compound as a crystalline solid (18.6 g) m.p. 173°-175° (decomp). The reactants are O=C(O)c1cc(Br)ccc1O, CCN=C=NCCCN(C)C, CN(C)c1ccncc1, Cl, Cl, NCc1cc(C(F)(F)F)cc(C(F)(F)F)c1, C1CCOC1. Product: O=C(NCc1cc(C(F)(F)F)cc(C(F)(F)F)c1)c1cc(Br)ccc1O. Reaction SMILES: [Br:13][c:14]1[cH:15][cH:16][c:17]([OH:23])[c:18]([C:19](=[O:20])[OH:21])[cH:22]1.[CH3:2][N:3]([CH3:4])[CH2:5][CH2:6][CH2:7][N:8]=[C:9]=[N:10][CH2:11][CH3:12].[CH3:41][N:42]([CH3:43])[c:44]1[cH:45][cH:46][n:47][cH:48][cH:49]1.[ClH:1].[ClH:40].[F:24][C:25]([c:26]1[cH:27][c:28]([CH2:29][NH2:30])[cH:31][c:32]([C:34]([F:35])([F:36])[F:37])[cH:33]1)([F:38])[F:39].[O:50]1[CH2:51][CH2:52][CH2:53][CH2:54]1>>[Br:13][c:14]1[cH:15][cH:16][c:17]([OH:23])[c:18]([C:19](=[O:21])[NH:30][CH2:29][c:28]2[cH:27][c:26]([C:25]([F:24])([F:38])[F:39])[cH:33][c:32]([C:34]([F:35])([F:36])[F:37])[cH:31]2)[cH:22]1. Reactants: C(C1=CC=CC=C1)Br (benzyl bromide), CCN(CC)P1(=NC(C)(C)C)N(CCCN1C)C (BEMP), COC(CC1=C(NC2=NC=CC=C21)C)=O ((2-methyl-1H-pyrrolo[2,3-b]pyridin-3-yl)-acetic acid methyl ester), 3,320,268. Solvent: CN(C)C=O (DMF). Run at time 30 minute. The product is COC(CC1=C(N(C2=NC=CC=C21)CC2=CC=CC=C2)C)=O ((1-benzyl-2-methyl-1H-pyrrolo[2,3-b]pyridin-3-yl)acetic acid methyl ester). As a reaction SMILES: CCN(P1(N(C)CCCN1C)=NC(C)(C)C)CC.[CH3:19][O:20][C:21](=[O:33])[CH2:22][C:23]1[C:31]2[C:26](=[N:27][CH:28]=[CH:29][CH:30]=2)[NH:25][C:24]=1[CH3:32].[CH2:34](Br)[C:35]1[CH:40]=[CH:39][CH:38]=[CH:37][CH:36]=1>CN(C=O)C>[CH3:19][O:20][C:21](=[O:33])[CH2:22][C:23]1[C:31]2[C:26](=[N:27][CH:28]=[CH:29][CH:30]=2)[N:25]([CH2:34][C:35]2[CH:40]=[CH:39][CH:38]=[CH:37][CH:36]=2)[C:24]=1[CH3:32]. Reported procedure: BEMP (182 μL, 0.63 mmol) is added to a stirring solution of (2-methyl-1H-pyrrolo[2,3-b]pyridin-3-yl)-acetic acid methyl ester prepared as described in U.S. Pat. No. 3,320,268 (80 mg, 0.39 mmol) in DMF (2.4 mL). After 30 minutes, benzyl bromide (75 μL, 0.63 mmol) is added and the reaction stirred for 3 days, before partitioning between water and 1:1 EtOAc/ether. The organic layer is washed with brine then reduced in vacuo. The residue is purified by flash column chromatography (3:1 iso-hexane/EtO...